This data is from the Open Reaction Database (ORD), a public repository of structured organic reaction records. The task is: describe an organic reaction: reactants, conditions, products, and yield Reactants: C(C)OC1=CC2=C(N(C(N2C2CCCCC2)=O)S(=O)(=O)C2=C(C=C(C=C2)N)OC)C=C1 (5-Ethoxy-1,3-dihydro-1-(2-methoxy-4-aminobenzenesulfonyl)-3-cyclohexyl-2H-benzimidazol-2-one), C(C)C(C(=O)Cl)CC (2-ethylbutyroyl chloride), N1=CC=CC=C1 (pyridine). Solvent: C(Cl)Cl (DCM). Yields the product C(C)OC1=CC2=C(N(C(N2C2CCCCC2)=O)S(=O)(=O)C2=C(C=C(C=C2)NC(C(CC)CC)=O)OC)C=C1 (5-Ethoxy-1,3-dihydro-1-[2-methoxy-4-(2-ethylbutyrylamino)benzenesulfonyl]-3-cyclohexyl-2H-benzimidazol-2-one). Reaction SMILES: [CH2:1]([O:3][C:4]1[CH:31]=[CH:30][C:7]2[N:8]([S:18]([C:21]3[CH:26]=[CH:25][C:24]([NH2:27])=[CH:23][C:22]=3[O:28][CH3:29])(=[O:20])=[O:19])[C:9](=[O:17])[N:10]([CH:11]3[CH2:16][CH2:15][CH2:14][CH2:13][CH2:12]3)[C:6]=2[CH:5]=1)[CH3:2].[CH2:32]([CH:34]([CH2:38][CH3:39])[C:35](Cl)=[O:36])[CH3:33].N1C=CC=CC=1>C(Cl)Cl>[CH2:1]([O:3][C:4]1[CH:31]=[CH:30][C:7]2[N:8]([S:18]([C:21]3[CH:26]=[CH:25][C:24]([NH:27][C:35](=[O:36])[CH:34]([CH2:38][CH3:39])[CH2:32][CH3:33])=[CH:23][C:22]=3[O:28][CH3:29])(=[O:19])=[O:20])[C:9](=[O:17])[N:10]([CH:11]3[CH2:16][CH2:15][CH2:14][CH2:13][CH2:12]3)[C:6]=2[CH:5]=1)[CH3:2]. Procedure details: 0.5 g of the compound obtained in Example 5 step B) in 20 ml of DCM was mixed with 0.5 g of 2-ethylbutyroyl chloride and 0.5 g of pyridine. The mixture was concentrated under vacuum, extracted with ethyl ether and then washed with water, with 1N hydrochloric acid and then with water. The residue was chromatographed on silica using DCM as the eluent to give the expected product, which crystallized from isopropyl ether. m=0.17 g. M.p.=168° C.